From a dataset of the Open Reaction Database (ORD), a public repository of structured organic reaction records. describe an organic reaction: reactants, conditions, products, and yield The reactants are CCOC(C)=O, CCn1cnc2c(Nc3cccc(F)c3)nc(Cl)nc21, NCCO. The product is CCn1cnc2c(Nc3cccc(F)c3)nc(NCCO)nc21. Reaction SMILES: [CH3:25][CH2:26][O:27][C:28](=[O:29])[CH3:30].[Cl:1][c:2]1[n:3][c:4]([NH:13][c:14]2[cH:15][c:16]([F:20])[cH:17][cH:18][cH:19]2)[c:5]2[n:6][cH:7][n:8]([CH2:11][CH3:12])[c:9]2[n:10]1.[NH2:21][CH2:22][CH2:23][OH:24]>>[c:2]1([NH:21][CH2:22][CH2:23][OH:24])[n:3][c:4]([NH:13][c:14]2[cH:15][c:16]([F:20])[cH:17][cH:18][cH:19]2)[c:5]2[n:6][cH:7][n:8]([CH2:11][CH3:12])[c:9]2[n:10]1.